This data is from the Open Reaction Database (ORD), a public repository of structured organic reaction records. The task is: describe an organic reaction: reactants, conditions, products, and yield Reactants: ClC1=NC=CC(=C1Cl)C1=CC(=C(C=C1)F)Cl (2,3-dichloro-4-(3-chloro-4-fluoro-phenyl)-pyridine), N1CCOCC1 (morpholine). Reaction SMILES: [Cl:1][C:2]1[C:7](Cl)=[C:6]([C:9]2[CH:14]=[CH:13][C:12]([F:15])=[C:11]([Cl:16])[CH:10]=2)[CH:5]=[CH:4][N:3]=1.[NH:17]1[CH2:22][CH2:21][O:20][CH2:19][CH2:18]1>>[Cl:1][C:2]1[N:3]=[C:4]([N:17]2[CH2:22][CH2:21][O:20][CH2:19][CH2:18]2)[CH:5]=[C:6]([C:9]2[CH:14]=[CH:13][C:12]([F:15])=[C:11]([Cl:16])[CH:10]=2)[CH:7]=1. Reported procedure: Stir the solution of 2,3-dichloro-4-(3-chloro-4-fluoro-phenyl)-pyridine (100 mg) in morpholine (2 mL) 3 hours at 80° C., concentrate, partition between H2O and EtOAc, dry over Na2SO4, and concentrate under vacuum. Purify by preparative TLC (3:1 hexanes/EtOAc) to give 4-[6-chloro-4-(3-chloro-4-fluoro-phenyl)-pyridin-2-yl]-morpholine. Product: ClC1=CC(=CC(=N1)N1CCOCC1)C1=CC(=C(C=C1)F)Cl (4-[6-chloro-4-(3-chloro-4-fluoro-phenyl)-pyridin-2-yl]-morpholine). Starting materials: FC(C1=CC2=CC(N=C2C=C1)=O)(F)F (5-trifluoromethyloxoindole), C(C)(=O)OC(C)=O (acetic anhydride). Run in C=1(C(=CC=CC1)C)C (xylene), C(C)(=O)OCC (ethyl acetate). The product is C(C)(=O)N1C(CC2=CC(=CC=C12)C(F)(F)F)=O (1-Acetyl-5-trifluoromethyl-1,3-dihydroindol-2-one). As a reaction SMILES: [F:1][C:2]([F:14])([F:13])[C:3]1[CH:11]=[CH:10][C:9]2[C:5](=[CH:6][C:7](=[O:12])[N:8]=2)[CH:4]=1.[C:15](OC(=O)C)(=[O:17])[CH3:16]>C1(C)C(C)=CC=CC=1.C(OCC)(=O)C>[C:15]([N:8]1[C:9]2[C:5](=[CH:4][C:3]([C:2]([F:1])([F:13])[F:14])=[CH:11][CH:10]=2)[CH2:6][C:7]1=[O:12])(=[O:17])[CH3:16]. Procedure: 2.0 g of 5-trifluoromethyloxoindole were dissolved in 25 ml of xylene, 2.41 ml of acetic anhydride were added and the mixture was heated to boiling under reflux for 5 hours. The reaction solution was cooled to room temperature and diluted with 150 ml of ethyl acetate, and washed with 80 ml each of water, saturated sodium bicarbonate solution and saturated NaCl solution. The organic phase was dried over MgSO4 and concentrated under reduced pressure. The residue was purified on silica gel with the... The reactants are CC(CC=O)(C)C (3,3-dimethylbutanal), II (iodine), NCCO (2-aminoethanol), [S-]C#N.[K+] (potassium thiocyanate). The product is C(C)(C)(C)C1=CN(C(S1)=N)CCO (2-(5-tert-butyl-2-iminothiazol-3(2H)-yl)ethanol). Reported procedure: Commercially available 3,3-dimethylbutanal (Aldrich), 2-aminoethanol (Aldrich), potassium thiocyanate (Aldrich) and iodine (EMD chemicals) were processed using the method described in Example 315A to afford the title compound. MS (ESI+) m/z 201 (M+H)+. As a reaction SMILES: [CH3:1][C:2]([CH3:7])([CH3:6])[CH2:3][CH:4]=O.[NH2:8][CH2:9][CH2:10][OH:11].[S-:12][C:13]#[N:14].[K+].II>>[C:2]([C:3]1[S:12][C:13](=[NH:14])[N:8]([CH2:9][CH2:10][OH:11])[CH:4]=1)([CH3:7])([CH3:6])[CH3:1] |f:2.3|. Starting materials: CCO, COC(=O)c1ccc(-c2cc([N+](=O)[O-])ccc2Cl)nc1, Cl, Cl[Sn]Cl. Product: COC(=O)c1ccc(-c2cc(N)ccc2Cl)nc1. As a reaction SMILES: [CH3:25][CH2:26][OH:27].[Cl:1][c:2]1[c:3](-[c:11]2[n:12][cH:13][c:14]([C:15](=[O:16])[O:17][CH3:18])[cH:19][cH:20]2)[cH:4][c:5]([N+:8]([O-:9])=[O:10])[cH:6][cH:7]1.[ClH:24].[Sn:21]([Cl:22])[Cl:23]>>[Cl:1][c:2]1[c:3](-[c:11]2[n:12][cH:13][c:14]([C:15](=[O:16])[O:17][CH3:18])[cH:19][cH:20]2)[cH:4][c:5]([NH2:8])[cH:6][cH:7]1. Yield: 98.9%. The product is C(C)(=O)N1CC(OC2=C1C=C(C=C2)N)(C)C (4-acetyl-6-amino-3,4-dihydro-2,2-dimethyl-2H-1,4-benzoxazine). Reactants: C(C)(=O)N1CC(OC2=C1C=C(C=C2)[N+](=O)[O-])(C)C (4-acetyl-3,4-dihydro-2,2-dimethyl-6-nitro-2H-1,4-benzoxazine). Procedure: To a suspension of 20.9 g 4-acetyl-3,4-dihydro-2,2-dimethyl-6-nitro-2H-1,4-benzoxazine in 200 ml ethanol, was added a catalytic amount of Raney nickel, and the catalytic hydrogenation was carried out at ordinary temperature and pressure. The catalyst was filtered off from the reaction mixture, and the solvent was distilled off from the filtrate, giving 18.2 g of crude 4-acetyl-6-amino-3,4-dihydro-2,2-dimethyl-2H-1,4-benzoxazine. The reagents and catalysts are [Ni] (Raney nickel). As a reaction SMILES: [C:1]([N:4]1[C:9]2[CH:10]=[C:11]([N+:14]([O-])=O)[CH:12]=[CH:13][C:8]=2[O:7][C:6]([CH3:18])([CH3:17])[CH2:5]1)(=[O:3])[CH3:2]>C(O)C.[Ni]>[C:1]([N:4]1[C:9]2[CH:10]=[C:11]([NH2:14])[CH:12]=[CH:13][C:8]=2[O:7][C:6]([CH3:18])([CH3:17])[CH2:5]1)(=[O:3])[CH3:2]. The solvent is C(C)O (ethanol).